This data is from the Open Reaction Database (ORD), a public repository of structured organic reaction records. The task is: describe an organic reaction: reactants, conditions, products, and yield The reactants are CC=1NC(=NN1)N (5-methyl-4H-1,2,4-triazol-3-amine), C(#N)C1=C(C=CC=C1)C1=CC=C(C=C1)CC(C(=O)OCC)C(CCC)=O (ethyl 2-[(2′-cyanobiphenyl-4-yl)methyl]-3-oxohexanoate). Solvent: ClC1=C(C=C(C=C1)Cl)Cl (1,2,4-trichlorobenzene). Yields the product CC1=NN2C(NC(C(=C2CCC)CC2=CC=C(C=C2)C=2C(=CC=CC2)C#N)=O)=N1 (4′-[(2-methyl-5-oxo-7-propyl-4,5-dihydro[1,2,4]triazolo[1,5-a]pyrimidin-6-yl)methyl]biphenyl-2-carbonitrile). Yield: 54.2%. As a reaction SMILES: [CH3:1][C:2]1[NH:3][C:4]([NH2:7])=[N:5][N:6]=1.[C:8]([C:10]1[CH:15]=[CH:14][CH:13]=[CH:12][C:11]=1[C:16]1[CH:21]=[CH:20][C:19]([CH2:22][CH:23]([C:29](=O)[CH2:30][CH2:31][CH3:32])[C:24](OCC)=[O:25])=[CH:18][CH:17]=1)#[N:9]>ClC1C=CC(Cl)=CC=1Cl>[CH3:1][C:2]1[N:3]=[C:4]2[NH:7][C:24](=[O:25])[C:23]([CH2:22][C:19]3[CH:20]=[CH:21][C:16]([C:11]4[C:10]([C:8]#[N:9])=[CH:15][CH:14]=[CH:13][CH:12]=4)=[CH:17][CH:18]=3)=[C:29]([CH2:30][CH2:31][CH3:32])[N:5]2[N:6]=1. Procedure: A solution of 5-methyl-4H-1,2,4-triazol-3-amine (1.7 g) and ethyl 2-[(2′-cyanobiphenyl-4-yl)methyl]-3-oxohexanoate (7.1 g) in 1,2,4-trichlorobenzene (70 mL) was stirred at 190° C. for 6 hr. After evaporation of the solvent under reduced pressure, ethyl acetate was added to the obtained residue. The precipitated solid was collected by filtration to give the title compound as a colorless solid (3.6 g, 44%). Reactants: C([O-])([O-])=O.[Cs+].[Cs+] (cesium carbonate), C(C)(C)(C)OC(NC(CN(C1=CC=CC=C1)C(CBr)=O)(C)C)=O ({2-[(2-bromoacetyl)phenylamino]-1,1-dimethylethyl}carbamic acid t-butyl ester), O (Water). The solvent is CN(C=O)C (N,N-dimethylformamide). Run at time 18 hour. Product: C(C)(C)(C)OC(=O)N1C(CN(C(C1)=O)C1=CC=CC=C1)(C)C (2,2-dimethyl-5-oxo-4-phenylpiperazine-1-carboxylic acid t-butyl ester). Yield: 52.5%. Reaction SMILES: C(=O)([O-])[O-].[Cs+].[Cs+].[C:7]([O:11][C:12](=[O:29])[NH:13][C:14]([CH3:28])([CH3:27])[CH2:15][N:16]([C:23](=[O:26])[CH2:24]Br)[C:17]1[CH:22]=[CH:21][CH:20]=[CH:19][CH:18]=1)([CH3:10])([CH3:9])[CH3:8].O>CN(C)C=O>[C:7]([O:11][C:12]([N:13]1[CH2:24][C:23](=[O:26])[N:16]([C:17]2[CH:22]=[CH:21][CH:20]=[CH:19][CH:18]=2)[CH2:15][C:14]1([CH3:28])[CH3:27])=[O:29])([CH3:10])([CH3:9])[CH3:8] |f:0.1.2|. Procedure: 11.19 g of cesium carbonate (34.4 mmol) was added to a solution of 4.41 g of {2-[(2-bromoacetyl)phenylamino]-1,1-dimethylethyl}carbamic acid t-butyl ester obtained in the above reaction (11.5 mmol) in N,N-dimethylformamide (58 ml) under ice-cooling, and the mixture was stirred at room temperature for 18 hours. Water was added to the reaction mixture, followed by extraction with ethyl acetate. Then, the organic layer was washed with water and brine and dried over anhydrous magnesium sulfate. Afte... Reactants: C(CCC)OCCOC1=CC=C(C=C1)C=1C=CC2=C(C=C(CCN2C(C(F)(F)F)=O)C(=O)O)C1 (7-[4-(2-butoxyethoxy)phenyl]-1-trifluoroacetyl-2,3-dihydro-1H-1-benzazepine-4-carboxylic acid), NC1=CC=C(C=C1)C(O)C1=NC=CC(=C1)C ((4-aminophenyl) (4-methylpyridin-2-yl)methanol), ON1N=NC2=C1C=CC=C2 (1-hydroxybenzotriazole), Cl.C(C)N=C=NCCCN(C)C (1-ethyl-3-(3-dimethylaminopropyl)carbodiimide hydrochloride). Reagents/catalysts: CN(C1=CC=NC=C1)C (4-dimethylaminopyridine). The solvent is C(C)N(CC)CC (triethylamine), CN(C=O)C (N,N-dimethylformamide), O (water). Reaction conditions: time 8 hour. The product is C(CCC)OCCOC1=CC=C(C=C1)C=1C=CC2=C(C=C(CCN2C(C(F)(F)F)=O)C(=O)NC2=CC=C(C=C2)C(C2=NC=CC(=C2)C)O)C1 (7-[4-(2-butoxyethoxy)phenyl]-N-[4-[hydroxy (4-methylpyridin-2-yl)methyl]phenyl]-1-trifluoroacetyl-2,3-dihydro-1H-1-benzazepine-4-carboxamide). Yield: 95.0%. RXN SMILES: [CH2:1]([O:5][CH2:6][CH2:7][O:8][C:9]1[CH:14]=[CH:13][C:12]([C:15]2[CH:16]=[CH:17][C:18]3[N:24]([C:25](=[O:30])[C:26]([F:29])([F:28])[F:27])[CH2:23][CH2:22][C:21]([C:31]([OH:33])=O)=[CH:20][C:19]=3[CH:34]=2)=[CH:11][CH:10]=1)[CH2:2][CH2:3][CH3:4].[NH2:35][C:36]1[CH:41]=[CH:40][C:39]([CH:42]([C:44]2[CH:49]=[C:48]([CH3:50])[CH:47]=[CH:46][N:45]=2)[OH:43])=[CH:38][CH:37]=1.ON1C2C=CC=CC=2N=N1.Cl.C(N=C=NCCCN(C)C)C>CN(C)C1C=CN=CC=1.O.C(N(CC)CC)C.CN(C)C=O>[CH2:1]([O:5][CH2:6][CH2:7][O:8][C:9]1[CH:14]=[CH:13][C:12]([C:15]2[CH:16]=[CH:17][C:18]3[N:24]([C:25](=[O:30])[C:26]([F:27])([F:28])[F:29])[CH2:23][CH2:22][C:21]([C:31]([NH:35][C:36]4[CH:37]=[CH:38][C:39]([CH:42]([OH:43])[C:44]5[CH:49]=[C:48]([CH3:50])[CH:47]=[CH:46][N:45]=5)=[CH:40][CH:41]=4)=[O:33])=[CH:20][C:19]=3[CH:34]=2)=[CH:11][CH:10]=1)[CH2:2][CH2:3][CH3:4] |f:3.4|. Procedure: 7-[4-(2-butoxyethoxy)phenyl]-1-trifluoroacetyl-2,3-dihydro-1H-1-benzazepine-4-carboxylic acid (0.5 g), (4-aminophenyl) (4-methylpyridin-2-yl)methanol (0.24 g) and 1-hydroxybenzotriazole (0.16 g) were dissolved in. N,N-dimethylformamide (5 ml), and to the solution were added 1-ethyl-3-(3-dimethylaminopropyl)carbodiimide hydrochloride (0.4 g), triethylamine (0.44 ml) and 4-dimethylaminopyridine (catalytic amout) at room temperature under ice-cooling, and the mixture was stirred overnight. The mixt... The reactants are COc1cccc(CBr)c1, Cc1nc(OCC(=O)N(C)C2CCNCC2)nc(C)c1NC(=O)OC(C)(C)C. Yields the product COc1cccc(CN2CCC(N(C)C(=O)COc3nc(C)c(NC(=O)OC(C)(C)C)c(C)n3)CC2)c1. RXN SMILES: [Br:29][CH2:30][c:31]1[cH:32][c:33]([O:37][CH3:38])[cH:34][cH:35][cH:36]1.[CH3:1][c:2]1[n:3][c:4]([O:17][CH2:18][C:19](=[O:20])[N:21]([CH:22]2[CH2:23][CH2:24][NH:25][CH2:26][CH2:27]2)[CH3:28])[n:5][c:6]([CH3:16])[c:7]1[NH:8][C:9]([O:10][C:11]([CH3:12])([CH3:13])[CH3:14])=[O:15]>>[CH3:1][c:2]1[n:3][c:4]([O:17][CH2:18][C:19](=[O:20])[N:21]([CH:22]2[CH2:23][CH2:24][N:25]([CH2:30][c:31]3[cH:32][c:33]([O:37][CH3:38])[cH:34][cH:35][cH:36]3)[CH2:26][CH2:27]2)[CH3:28])[n:5][c:6]([CH3:16])[c:7]1[NH:8][C:9]([O:10][C:11]([CH3:12])([CH3:13])[CH3:14])=[O:15]. The reactants are Cl.Cl.N1[C@@H](CCC1)CCOC=1C=NC=CC1 (3-(2-(2-(S)-pyrrolidinyl)ethoxy)pyridine dihydrochloride), C(=O)O (HCOOH). Solvent: C=O (HCHO). Product: Cl.Cl.CN1[C@@H](CCC1)CCOC=1C=NC=CC1 (3-(2-(1-methyl-2-(S)-pyrrolidinyl)ethoxy)pyridine dihydrochloride). Reaction SMILES: [ClH:1].Cl.[NH:3]1[CH2:7][CH2:6][CH2:5][C@H:4]1[CH2:8][CH2:9][O:10][C:11]1[CH:12]=[N:13][CH:14]=[CH:15][CH:16]=1.[CH:17](O)=O>C=O>[ClH:1].[ClH:1].[CH3:17][N:3]1[CH2:7][CH2:6][CH2:5][C@H:4]1[CH2:8][CH2:9][O:10][C:11]1[CH:12]=[N:13][CH:14]=[CH:15][CH:16]=1 |f:0.1.2,5.6.7|. Reported procedure: A 400 mg sample of 3-(2-(2-(S)-pyrrolidinyl)ethoxy)pyridine dihydrochloride, from Example 102 above, was dissolved in 14 mL of 37% HCHO, 14 mL of HCOOH was added, and the reaction mixture was stirred at reflux for 2.5 hours. The solution was washed with ether, adjusted to basic pH with K2CO3 and extracted with methylene chloride. The extract was dried over MgSO4 and concentrated. The residue was purified on a column of-silica gel, eluting with 10% methanol in methylene chloride. The compound was... The reactants are CC1(C#N)CNC1, ClCCCl, CC(C)C(C(=O)O)N1Cc2ccnc3[nH]cc(c23)C1=O, CN(C)c1ccncc1, CN(C)C=O, On1nnc2ccccc21. The product is CC(C)C(C(=O)N1CC(C)(C#N)C1)N1Cc2ccnc3[nH]cc(c23)C1=O. Reaction SMILES: [C:21](#[N:22])[C:23]1([CH3:27])[CH2:24][NH:25][CH2:26]1.[CH2:38]([Cl:39])[CH2:40][Cl:41].[CH3:1][CH:2]([CH:3]([C:4](=[O:5])[OH:6])[N:7]1[CH2:8][c:9]2[cH:10][cH:11][n:12][c:13]3[c:14]2[c:15]([cH:18][nH:19]3)[C:16]1=[O:17])[CH3:20].[CH3:42][N:43]([CH3:44])[c:45]1[cH:46][cH:47][n:48][cH:49][cH:50]1.[O:51]=[CH:52][N:53]([CH3:54])[CH3:55].[OH:28][n:29]1[c:30]2[c:31]([cH:32][cH:33][cH:34][cH:35]2)[n:36][n:37]1>>[CH3:1][CH:2]([CH:3]([C:4](=[O:6])[N:25]1[CH2:24][C:23]([C:21]#[N:22])([CH3:27])[CH2:26]1)[N:7]1[CH2:8][c:9]2[cH:10][cH:11][n:12][c:13]3[c:14]2[c:15]([cH:18][nH:19]3)[C:16]1=[O:17])[CH3:20].